From a dataset of the Open Reaction Database (ORD), a public repository of structured organic reaction records. describe an organic reaction: reactants, conditions, products, and yield The reactants are C(C1=CC=CC=C1)OC(N[C@@H]1[C@H](OC(C1)=O)OCC)=O ((2S,3S) (2-Ethoxy-5-oxo-tetrahydro-furan-3-yl)-carbamic acid benzyl ester). Reagents/catalysts: [Pd] (Pd/C). Solvent: C(C)(=O)OCC (Ethyl acetate). Yields the product C(C1=CC=CC=C1)OC(N[C@@H]1[C@@H](OC(C1)=O)OCC)=O ((2R,3S)-(2-Ethoxy-5-oxo-tetrahydro-furan-3-yl)-carbamic acid benzyl ester). Yield: 48.8%. Reaction SMILES: [CH2:1]([O:8][C:9](=[O:20])[NH:10][C@H:11]1[CH2:15][C:14](=[O:16])[O:13][C@@H:12]1[O:17][CH2:18][CH3:19])[C:2]1[CH:7]=[CH:6][CH:5]=[CH:4][CH:3]=1>C(OCC)(=O)C.[Pd]>[CH2:1]([O:8][C:9](=[O:20])[NH:10][C@H:11]1[CH2:15][C:14](=[O:16])[O:13][C@H:12]1[O:17][CH2:18][CH3:19])[C:2]1[CH:7]=[CH:6][CH:5]=[CH:4][CH:3]=1. Procedure details: To a suspension of (2S,3S) (2-Ethoxy-5-oxo-tetrahydro-furan-3-yl)-carbamic acid benzyl ester (0.43 g, 1.54 mmol) in Ethyl acetate (50 mL) at room temperature was added 10 mol % Pd/C (˜0.05 g). The reaction flask was purged between H2 (1 atm) and vacuum three times before stirring under H2 (1 atm) at room temperature. After stirring at room temperature for 3 hrs, the reaction mixture was filtered through celite and then evaporated to dryness to give the title compound (0.21 g, 94%) as a clear oil...